From a dataset of the Open Reaction Database (ORD), a public repository of structured organic reaction records. describe an organic reaction: reactants, conditions, products, and yield Reactants: COC(CC(NC(=O)C=1C=NN(C1C)C1=CC(=C(C=C1)Cl)Cl)C1=CC(=CC=C1)Br)=O (3-(3-Bromo-phenyl)-3-{[1-(3,4-dichloro-phenyl)-5-methyl-1H-pyrazole-4-carbonyl]-amino}-propionic acid methyl ester), [OH-].[Na+] (NaOH), Cl (HCl). Yields the product BrC=1C=C(C=CC1)C(CC(=O)O)NC(=O)C=1C=NN(C1C)C1=CC(=C(C=C1)Cl)Cl (3-(3-bromo-phenyl)-3-{[1-(3,4-dichloro-phenyl)-5-methyl-1H-pyrazole-4-carbonyl]-amino}-propionic acid). As a reaction SMILES: C[O:2][C:3](=[O:30])[CH2:4][CH:5]([C:23]1[CH:28]=[CH:27][CH:26]=[C:25]([Br:29])[CH:24]=1)[NH:6][C:7]([C:9]1[CH:10]=[N:11][N:12]([C:15]2[CH:20]=[CH:19][C:18]([Cl:21])=[C:17]([Cl:22])[CH:16]=2)[C:13]=1[CH3:14])=[O:8].[OH-].[Na+].Cl>>[Br:29][C:25]1[CH:24]=[C:23]([CH:5]([NH:6][C:7]([C:9]2[CH:10]=[N:11][N:12]([C:15]3[CH:20]=[CH:19][C:18]([Cl:21])=[C:17]([Cl:22])[CH:16]=3)[C:13]=2[CH3:14])=[O:8])[CH2:4][C:3]([OH:30])=[O:2])[CH:28]=[CH:27][CH:26]=1 |f:1.2|. Isolated yield 60.3%. Procedure details: 3-(3-Bromo-phenyl)-3-{[1-(3,4-dichloro-phenyl)-5-methyl-1H-pyrazole-4-carbonyl]-amino}-propionic acid methyl ester (1.5 g, 2.9 mmol) is treated with aqueous NaOH (1.0 N solution, 60 mL, 60 mmol) and stirred at reflux for 1 hour. After cooling to room temperature, the reaction mixture is acidified with aqueous 1N HCl. The resultant precipitate is collected by filtration and dried in vacuo to afford 3-(3-bromo-phenyl)-3-{[1-(3,4-dichloro-phenyl)-5-methyl-1H-pyrazole-4-carbonyl]-amino}-propionic ac...